Task: describe an organic reaction: reactants, conditions, products, and yield. Dataset: the Open Reaction Database (ORD), a public repository of structured organic reaction records The reactants are NC1=C(C=C(C=C1F)C=1C=C2C(=NN(C2=CC1)C(=O)OC(C)(C)C)C)F (teRT-butyl 5-(4-amino-3,5-difluorophenyl)-3-methyl-1H-indazole-1-carboxylate), NC1=C(C=C(C=C1F)C=1C=C2C(=NN(C2=CC1)C(=O)OC(C)(C)C)C)F (tert-butyl 5-(4-amino-3,5-difluorophenyl)-3-methyl-1H-indazole-1-carboxylate), FC(C(=O)O)(F)F (trifluoroacetic acid), BrC1=CC(=C(N)C(=C1)F)F (4-bromo-2,6-difluoroaniline), CC1=NN(C2=CC=C(C=C12)B1OC(C(O1)(C)C)(C)C)C(=O)OC(C)(C)C (teRT-butyl 3-methyl-5-(4,4,5,5-tetramethyl-1,3,2-dioxaborolan-2-yl)-1H-indazole-1-carboxylate). Solvent: ClCCl (dichloromethane). Run at time 4 hour. Yields the product FC1=C(N)C(=CC(=C1)C=1C=C2C(=NNC2=CC1)C)F (2,6-difluoro-4-(3-methyl-1H-indazol-5-yl)aniline). Yield: 317.8%. RXN SMILES: [NH2:1][C:2]1[C:7]([F:8])=[CH:6][C:5]([C:9]2[CH:10]=[C:11]3[C:15](=[CH:16][CH:17]=2)[N:14](C(OC(C)(C)C)=O)[N:13]=[C:12]3[CH3:25])=[CH:4][C:3]=1[F:26].BrC1C=C(F)C(N)=C(F)C=1.CC1C2C(=CC=C(B3OC(C)(C)C(C)(C)O3)C=2)N(C(OC(C)(C)C)=O)N=1.FC(F)(F)C(O)=O>ClCCl>[F:8][C:7]1[CH:6]=[C:5]([C:9]2[CH:10]=[C:11]3[C:15](=[CH:16][CH:17]=2)[NH:14][N:13]=[C:12]3[CH3:25])[CH:4]=[C:3]([F:26])[C:2]=1[NH2:1]. Procedure: Following the general procedure-1, tert-butyl 5-(4-amino-3,5-difluorophenyl)-3-methyl-1H-indazole-1-carboxylate (106 mg) was prepared from 4-bromo-2,6-difluoroaniline (250 mg, 1.2 mmol) and teRT-butyl 3-methyl-5-(4,4,5,5-tetramethyl-1,3,2-dioxaborolan-2-yl)-1H-indazole-1-carboxylate (559 mg, 1.56 mmol) as a white solid. teRT-butyl 5-(4-amino-3,5-difluorophenyl)-3-methyl-1H-indazole-1-carboxylate (205 mg) was dissolved in dichloromethane (4 ml), trifluoroacetic acid (0.8 ml) was added and stirred...